This data is from the Open Reaction Database (ORD), a public repository of structured organic reaction records. The task is: describe an organic reaction: reactants, conditions, products, and yield Reactants: O=C([O-])[O-], CS(C)=O, Cl, COC(=O)CS(=O)(=O)CCC(F)(F)F, FC(F)(F)CCCI, [K+], [K+]. The product is COC(=O)C(CCCC(F)(F)F)S(=O)(=O)CCC(F)(F)F. Reaction SMILES: [C:23](=[O:24])([O-:25])[O-:26].[CH3:30][S:31]([CH3:32])=[O:33].[ClH:29].[F:9][C:10]([CH2:11][CH2:12][S:13](=[O:14])(=[O:15])[CH2:16][C:17](=[O:18])[O:19][CH3:20])([F:21])[F:22].[I:1][CH2:2][CH2:3][CH2:4][C:5]([F:6])([F:7])[F:8].[K+:27].[K+:28]>>[CH2:2]([CH2:3][CH2:4][C:5]([F:6])([F:7])[F:8])[CH:16]([S:13]([CH2:12][CH2:11][C:10]([F:9])([F:21])[F:22])(=[O:14])=[O:15])[C:17](=[O:18])[O:19][CH3:20].